From a dataset of the Open Reaction Database (ORD), a public repository of structured organic reaction records. describe an organic reaction: reactants, conditions, products, and yield Starting materials: N[C@@H](CC1=CC=CC=C1)C(=O)O (Phe), C(C)O (ethanol), solid, [OH-].[K+] (potassium hydroxide), C(=S)=S (carbon disulfide). Reaction conditions: temperature 40 celsius, time 12 hour. Yields the product SC=1SCC(N1)CC1=CC=CC=C1 (2-Mercapto-4-Benzyl-Thiazoline). RXN SMILES: [NH2:1][C@H:2]([C:10](O)=O)[CH2:3][C:4]1[CH:9]=[CH:8][CH:7]=[CH:6][CH:5]=1.C(O)C.[OH-].[K+].[C:18](=[S:20])=[S:19]>>[SH:19][C:18]1[S:20][CH2:10][CH:2]([CH2:3][C:4]2[CH:9]=[CH:8][CH:7]=[CH:6][CH:5]=2)[N:1]=1 |f:2.3|. Procedure details: A total of 75 mmoles of Phe in 225 mmoles of ethanol containing 300 mmoles of carbon disulfide and 75 mmoles of solid potassium hydroxide is added with stirring while maintaining the temperature below 40° C. The temperature is then raised to 40° C. and the reaction mixture held in a closed vessel for 12 hours. At the end of this period, the alcohol and carbon disulfide are removed by rotary evaporation. The residue is suspended in a small amount of cold water, and the product recrystallized from... Reactants: N([C@@H](CO)C(=O)N[C@@H](CC(C)C)C(=O)N[C@@H](CCCNC(N)=N)C(=O)N[C@@H](CO)C(=O)N[C@@H](CCCCNS(=O)(=O)C1=CC=C(C)C=C1)C(=O)N[C@@H](CCC(O)=O)C(=O)O)C(=O)OCC1=CC=CC=C1 (Z-Ser-Leu-Arg-Ser-Lys(Tos)-Glu-OH), C(C)(=O)O (acetic acid). The reagents and catalysts are [Pd] (palladium black). Run in CO (methanol). Reaction conditions: time 13 hour. The product is N[C@@H](CO)C(=O)N[C@@H](CC(C)C)C(=O)N[C@@H](CCCNC(N)=N)C(=O)N[C@@H](CO)C(=O)N[C@@H](CCCCNS(=O)(=O)C1=CC=C(C)C=C1)C(=O)N[C@@H](CCC(O)=O)C(=O)O (H-Ser-Leu-Arg-Ser-Lys(Tos)-Glu-OH). RXN SMILES: [NH:1](C(OCC1C=CC=CC=1)=O)[C@H:2]([C:5]([NH:7][C@H:8]([C:13]([NH:15][C@H:16]([C:24]([NH:26][C@H:27]([C:30]([NH:32][C@H:33]([C:49]([NH:51][C@H:52]([C:58]([OH:60])=[O:59])[CH2:53][CH2:54][C:55](=[O:57])[OH:56])=[O:50])[CH2:34][CH2:35][CH2:36][CH2:37][NH:38][S:39]([C:42]1[CH:48]=[CH:47][C:45]([CH3:46])=[CH:44][CH:43]=1)(=[O:41])=[O:40])=[O:31])[CH2:28][OH:29])=[O:25])[CH2:17][CH2:18][CH2:19][NH:20][C:21](=[NH:23])[NH2:22])=[O:14])[CH2:9][CH:10]([CH3:12])[CH3:11])=[O:6])[CH2:3][OH:4].C(O)(=O)C>CO.[Pd]>[NH2:1][C@H:2]([C:5]([NH:7][C@H:8]([C:13]([NH:15][C@H:16]([C:24]([NH:26][C@H:27]([C:30]([NH:32][C@H:33]([C:49]([NH:51][C@H:52]([C:58]([OH:60])=[O:59])[CH2:53][CH2:54][C:55](=[O:56])[OH:57])=[O:50])[CH2:34][CH2:35][CH2:36][CH2:37][NH:38][S:39]([C:42]1[CH:48]=[CH:47][C:45]([CH3:46])=[CH:44][CH:43]=1)(=[O:41])=[O:40])=[O:31])[CH2:28][OH:29])=[O:25])[CH2:17][CH2:18][CH2:19][NH:20][C:21](=[NH:22])[NH2:23])=[O:14])[CH2:9][CH:10]([CH3:11])[CH3:12])=[O:6])[CH2:3][OH:4]. Procedure details: 1.84 Grams of Z-Ser-Leu-Arg-Ser-Lys(Tos)-Glu-OH was suspended in a mixture of 30 ml of methanol with 30 ml of 10%-acetic acid, and a small amount of palladium black was added to the suspension and stirred for 13 hours under introducing hydrogen gas. After the reaction was completed, the catalyst was removed by suction filtration to obtain the filtrate. Then filtrate was distilled under a reduced pressure and the thus obtained residue was pured into water and then lyophilized to obtain the desire... Starting materials: CCC[S-], COCCCOc1cc(C=O)ccc1OC, [Na+], CN(C)C=O. The product is COCCCOc1cc(C=O)ccc1O. As a reaction SMILES: [CH2:17]([S-:18])[CH2:19][CH3:20].[CH3:1][O:2][c:3]1[c:4]([O:11][CH2:12][CH2:13][CH2:14][O:15][CH3:16])[cH:5][c:6]([CH:7]=[O:8])[cH:9][cH:10]1.[Na+:21].[O:22]=[CH:23][N:24]([CH3:25])[CH3:26]>>[OH:2][c:3]1[c:4]([O:11][CH2:12][CH2:13][CH2:14][O:15][CH3:16])[cH:5][c:6]([CH:7]=[O:8])[cH:9][cH:10]1. The reactants are C1COCCO1, C1COCCO1, Cl, CC(C)(C)OC(=O)NC1CC=C(C#Cc2cnccc2Oc2ccc(NC(=O)NC(=O)Cc3ccc(F)cc3)cc2F)CC1. Yields the product NC1CC=C(C#Cc2cnccc2Oc2ccc(NC(=O)NC(=O)Cc3ccc(F)cc3)cc2F)CC1. RXN SMILES: [CH2:46]1[O:47][CH2:48][CH2:49][O:50][CH2:51]1.[CH2:52]1[O:53][CH2:54][CH2:55][O:56][CH2:57]1.[ClH:45].[F:1][c:2]1[c:3]([O:4][c:5]2[c:6]([C:11]#[C:12][C:13]3=[CH:14][CH2:15][CH:16]([NH:19][C:20](=[O:21])[O:22][C:23]([CH3:24])([CH3:25])[CH3:26])[CH2:17][CH2:18]3)[cH:7][n:8][cH:9][cH:10]2)[cH:27][cH:28][c:29]([NH:31][C:32](=[O:33])[NH:34][C:35]([CH2:36][c:37]2[cH:38][cH:39][c:40]([F:43])[cH:41][cH:42]2)=[O:44])[cH:30]1>>[F:1][c:2]1[c:3]([O:4][c:5]2[c:6]([C:11]#[C:12][C:13]3=[CH:14][CH2:15][CH:16]([NH2:19])[CH2:17][CH2:18]3)[cH:7][n:8][cH:9][cH:10]2)[cH:27][cH:28][c:29]([NH:31][C:32](=[O:33])[NH:34][C:35]([CH2:36][c:37]2[cH:38][cH:39][c:40]([F:43])[cH:41][cH:42]2)=[O:44])[cH:30]1. The reactants are stannous chloride dihydrate, [OH-].[Na+] (sodium hydroxide), colorless needles, Cl (hydrochloric acid), ClC1=C(C#N)C=C(C=C1[N+](=O)[O-])[N+](=O)[O-] (2-chloro-3,5-dinitrobenzonitrile). The product is ClC1=C(C#N)C=C(C=C1N)N (2-Chloro-3,5-diaminobenzonitrile). Reaction SMILES: Cl.[Cl:2][C:3]1[C:10]([N+:11]([O-])=O)=[CH:9][C:8]([N+:14]([O-])=O)=[CH:7][C:4]=1[C:5]#[N:6].[OH-].[Na+]>>[Cl:2][C:3]1[C:10]([NH2:11])=[CH:9][C:8]([NH2:14])=[CH:7][C:4]=1[C:5]#[N:6] |f:2.3|. Reported procedure: To a solution of 19- gm. (0.86 mole) of stannous chloride dihydrate in 475 ml. of concentrated hydrochloric acid is added 27.5 gm. (0.12 mole) of 2-chloro-3,5-dinitrobenzonitrile. The temperature rises to 84° and a solution occurs. The mixture is allowed to cool to room temperature, placed in an ice-bath, cooled to 0° and a cold 50% sodium hydroxide solution is added, with cooling, until the mixture is strongly basic. The gelatinous precipitate is removed by filtration. The precipitate is washed... Starting materials: COC(=O)C=1OC(=CC1)NC(=O)[C@@H]1N[C@H]([C@]([C@H]1C1=C(C(=CC=C1)Cl)F)(C#N)C1=C(C=C(C=C1)Cl)F)CC(C)(C)C (rac-5-{[(2R,3S,4R,5S)-3-(3-chloro-2-fluoro-phenyl)-4-(4-chloro-2-fluoro-phenyl)-4-cyano-5-(2,2-dimethyl-propyl)-pyrrolidine-2-carbonyl]-amino}-furan-2-carboxylic acid methyl ester), [Li+].[OH-] (LiOH), Cl (HCl). Run in O1CCCC1 (tetrahydrofuran). Reaction conditions: time 66 hour. The product is ClC=1C(=C(C=CC1)[C@H]1[C@@H](N[C@H]([C@]1(C#N)C1=C(C=C(C=C1)Cl)F)CC(C)(C)C)C(=O)NC1=CC=C(O1)C(=O)O)F (rac-5-{[(2R,3S,4R,5S)-3-(3-chloro-2-fluoro-phenyl)-4-(4-chloro-2-fluoro-phenyl)-4-cyano-5-(2,2-dimethyl-propyl)-pyrrolidine-2-carbonyl]-amino}-furan-2-carboxylic acid). Isolated yield 74.4%. Reaction SMILES: C[O:2][C:3]([C:5]1[O:6][C:7]([NH:10][C:11]([C@H:13]2[C@H:17]([C:18]3[CH:23]=[CH:22][CH:21]=[C:20]([Cl:24])[C:19]=3[F:25])[C@:16]([C:28]3[CH:33]=[CH:32][C:31]([Cl:34])=[CH:30][C:29]=3[F:35])([C:26]#[N:27])[C@H:15]([CH2:36][C:37]([CH3:40])([CH3:39])[CH3:38])[NH:14]2)=[O:12])=[CH:8][CH:9]=1)=[O:4].[Li+].[OH-].Cl>O1CCCC1>[Cl:24][C:20]1[C:19]([F:25])=[C:18]([C@@H:17]2[C@:16]([C:28]3[CH:33]=[CH:32][C:31]([Cl:34])=[CH:30][C:29]=3[F:35])([C:26]#[N:27])[C@H:15]([CH2:36][C:37]([CH3:40])([CH3:39])[CH3:38])[NH:14][C@H:13]2[C:11]([NH:10][C:7]2[O:6][C:5]([C:3]([OH:4])=[O:2])=[CH:9][CH:8]=2)=[O:12])[CH:23]=[CH:22][CH:21]=1 |f:1.2|. Procedure: To a solution of rac-5-{[(2R,3S,4R,5S)-3-(3-chloro-2-fluoro-phenyl)-4-(4-chloro-2-fluoro-phenyl)-4-cyano-5-(2,2-dimethyl-propyl)-pyrrolidine-2-carbonyl]-amino}-furan-2-carboxylic acid methyl ester prepared in Example 144 (80 mg, 0.14 mmol) in tetrahydrofuran (2 mL) was added an aqueous solution (2 mL) of LiOH (32 mg, 1.35 mmol). The reaction mixture was stirred at room temperature for 66 h, and the “pH” of the solution was adjusted to 5-6 by aqueous HCl solution. The mixture was extracted ethyl ...